This data is from the Open Reaction Database (ORD), a public repository of structured organic reaction records. The task is: describe an organic reaction: reactants, conditions, products, and yield Reactants: C(C)OC(CNC(NC1=C(C=CC(=C1)OC1=CC(=C(C=C1)C(F)(F)F)Cl)[N+](=O)[O-])=O)=O (N-{{5-[(2-chloro-α,α,α-trifluoro-p-tolyl)oxy]-2-nitrophenyl}carbamoyl}glycine ethyl ester), C(=NC(=O)Cl)=O (N-(chlorocarbonyl) isocyanate), C(=NC(=O)Cl)=O (N-(chlorocarbonyl) isocyanate). The solvent is C1(=CC=CC=C1)C (toluene). Conditions: temperature 60 celsius. The product is ClC1=C(C=CC(=C1)OC=1C=CC(=C(C1)N1C(N(C(NC1=O)=O)CC(=O)OCC)=O)[N+](=O)[O-])C(F)(F)F (Ethyl 3-{5-[(2-chloro-α,α,α-trifluoro-p-tolyl)oxy]-2-nitrophenyl}tetrahydro-2,4,6-trioxo-s-triazine-1(2H)-acetate). Reaction SMILES: [CH2:1]([O:3][C:4](=[O:31])[CH2:5][NH:6][C:7](=[O:30])[NH:8][C:9]1[CH:14]=[C:13]([O:15][C:16]2[CH:21]=[CH:20][C:19]([C:22]([F:25])([F:24])[F:23])=[C:18]([Cl:26])[CH:17]=2)[CH:12]=[CH:11][C:10]=1[N+:27]([O-:29])=[O:28])[CH3:2].[C:32](=[O:37])=[N:33][C:34](Cl)=[O:35]>C1(C)C=CC=CC=1>[Cl:26][C:18]1[CH:17]=[C:16]([O:15][C:13]2[CH:12]=[CH:11][C:10]([N+:27]([O-:29])=[O:28])=[C:9]([N:8]3[C:34](=[O:35])[NH:33][C:32](=[O:37])[N:6]([CH2:5][C:4]([O:3][CH2:1][CH3:2])=[O:31])[C:7]3=[O:30])[CH:14]=2)[CH:21]=[CH:20][C:19]=1[C:22]([F:23])([F:24])[F:25]. Procedure details: A mixture of N-{{5-[(2-chloro-α,α,α-trifluoro-p-tolyl)oxy]-2-nitrophenyl}carbamoyl}glycine ethyl ester (75.0 g, 0.162 mol) and N-(chlorocarbonyl) isocyanate (35.0 g, 0.332 mol) in toluene is heated at 60° C. overnight, treated with additional N-(chlorocarbonyl) isocyanate (4.25 g), heated at 60° C. for 4 hours, cooled to room temperature and filtered to obtain a solid. The solid is washed with petroleum ether and dried to give the title product as a white solid which is identified by 1H and 13CN... Starting materials: C(C)OP(OCC)(=O)CC#N (diethylcyanomethylphosphonate), [H-].[Na+] (sodium hydride), O=C1CC(N(CC1)C(=O)OC(C)(C)C)C(=O)OCC (ethyl 4-oxo-N-t-butoxycarbonyl-2-piperidinecarboxylate). Solvent: C1CCOC1 (THF), C1CCOC1 (THF). Product: C(#N)C=C1CC(N(CC1)C(=O)OC(C)(C)C)C(=O)OCC (ethyl 4-cyanomethylidene-N-t-butoxycarbonyl-2-piperidinecarboxylate). Isolated yield 76.0%. RXN SMILES: [H-].[Na+].C(OP([CH2:11][C:12]#[N:13])(=O)OCC)C.O=[C:15]1[CH2:20][CH2:19][N:18]([C:21]([O:23][C:24]([CH3:27])([CH3:26])[CH3:25])=[O:22])[CH:17]([C:28]([O:30][CH2:31][CH3:32])=[O:29])[CH2:16]1>C1COCC1>[C:12]([CH:11]=[C:15]1[CH2:20][CH2:19][N:18]([C:21]([O:23][C:24]([CH3:27])([CH3:26])[CH3:25])=[O:22])[CH:17]([C:28]([O:30][CH2:31][CH3:32])=[O:29])[CH2:16]1)#[N:13] |f:0.1|. Procedure details: To a suspension of 0.75 g (0.019 mol, 60% by weight in oil) of sodium hydride (washed three times with hexanes) in 40 ml of THF was added 3.34 g (0.019 mol) of diethylcyanomethylphosphonate. After stirring the reaction mixture for thirty minutes at room temperature, a solution of 4.26 g (0.016 mol) of ethyl 4-oxo-N-t-butoxycarbonyl-2-piperidinecarboxylate in 10 ml of THF was added. The mixture was stirred for 30 minutes at room temperature and 90 minutes at the reflux temperature of the reaction... Starting materials: 9A, C(C)C1CCC(C(N1)C1=CC=CC=C1)N (6-ethyl-2-phenyl-piperidin-3-ylamine), C(C)[C@H]1CC[C@@H]([C@@H](N1)C1=CC=CC=C1)N ((2S,3S,6S)-6-ethyl-2-phenyl-piperidin-3-ylamine), C(C)[C@@H]1CC[C@H]([C@H](N1)C1=CC=CC=C1)N ((2R,3R,6R)-6-ethyl-2-phenyl-piperidin-3-ylamine), COC=1C=C2CCC(N(C2=CC1C=O)C)=O (6-Methoxy-1-methyl-2-oxo-1,2,3,4-tetrahydro-quinoline-7-carbaldehyde). Yields the product C(C)C1CCC(C(N1)C1=CC=CC=C1)NCC1=C(C=C2CCC(N(C2=C1)C)=O)OC (7-[(6-Ethyl-2-phenyl-piperidin-3-ylamino)-methyl]-6-methoxy-1-methyl-3,4-dihydro-1H-quinolin-2-one). Reaction SMILES: [CH2:1]([CH:3]1[NH:8][CH:7]([C:9]2[CH:14]=[CH:13][CH:12]=[CH:11][CH:10]=2)[CH:6]([NH2:15])[CH2:5][CH2:4]1)[CH3:2].C([C@@H]1N[C@@H](C2C=CC=CC=2)[C@@H](N)CC1)C.C([C@H]1N[C@H](C2C=CC=CC=2)[C@H](N)CC1)C.[CH3:46][O:47][C:48]1[CH:49]=[C:50]2[C:55](=[CH:56][C:57]=1[CH:58]=O)[N:54]([CH3:60])[C:53](=[O:61])[CH2:52][CH2:51]2>>[CH2:1]([CH:3]1[NH:8][CH:7]([C:9]2[CH:14]=[CH:13][CH:12]=[CH:11][CH:10]=2)[CH:6]([NH:15][CH2:58][C:57]2[CH:56]=[C:55]3[C:50]([CH2:51][CH2:52][C:53](=[O:61])[N:54]3[CH3:60])=[CH:49][C:48]=2[O:47][CH3:46])[CH2:5][CH2:4]1)[CH3:2]. Procedure details: By a procedure similar to the previous examples 9 and 9A: prepared through the reaction of 6-ethyl-2-phenyl-piperidin-3-ylamine [or (2S,3S,6S)-6-ethyl-2-phenyl-piperidin-3-ylamine or (2R,3R,6R)-6-ethyl-2-phenyl-piperidin-3-ylamine] with 6-Methoxy-1-methyl-2-oxo-1,2,3,4-tetrahydro-quinoline-7-carbaldehyde. Starting materials: CCOP(=O)(CC#N)OCC, C1CCOC1, CC(C)(C)[O-], [K+], O=Cc1cncc(N2CCOCC2)c1. Product: N#CC=Cc1cncc(N2CCOCC2)c1. As a reaction SMILES: [C:1](#[N:2])[CH2:3][P:4](=[O:5])([O:6][CH2:7][CH3:8])[O:9][CH2:10][CH3:11].[CH2:32]1[O:33][CH2:34][CH2:35][CH2:36]1.[CH3:12][C:13]([CH3:14])([O-:15])[CH3:16].[K+:17].[O:18]1[CH2:19][CH2:20][N:21]([c:24]2[cH:25][n:26][cH:27][c:28]([CH:29]=[O:30])[cH:31]2)[CH2:22][CH2:23]1>>[C:1](#[N:2])[CH:3]=[CH:29][c:28]1[cH:27][n:26][cH:25][c:24]([N:21]2[CH2:20][CH2:19][O:18][CH2:23][CH2:22]2)[cH:31]1. Starting materials: C(C)(C)C1N=NC(CC=CCCC=CC1)C(C)C (3,12-diisopropyl-1,2-diaza-1,5,9-cyclododecatriene), [H][H] (hydrogen). The reagents and catalysts are [Rh].[Al] (rhodium aluminium). The solvent is C(C)(C)(C)O (t-butanol). Product: NC(C(C)C)CCCCCCCCC(C(C)C)N (3,12-diamino-2,13-dimethyltetradecane). Isolated yield 92.8%. Reaction SMILES: [CH:1]([CH:4]1[CH2:15][CH:14]=[CH:13][CH2:12][CH2:11][CH:10]=[CH:9][CH2:8][CH:7]([CH:16]([CH3:18])[CH3:17])[N:6]=[N:5]1)([CH3:3])[CH3:2].[H][H]>C(O)(C)(C)C.[Rh].[Al]>[NH2:5][CH:4]([CH2:15][CH2:14][CH2:13][CH2:12][CH2:11][CH2:10][CH2:9][CH2:8][CH:7]([NH2:6])[CH:16]([CH3:18])[CH3:17])[CH:1]([CH3:3])[CH3:2] |f:3.4|. Reported procedure: 250 g (1 mol) of 3,12-diisopropyl-1,2-diaza-1,5,9-cyclododecatriene (diastereoisomeric mixture) is dissolved in 1000 ml of t-butanol in an autoclave with stirrer. After the addition of 25 g of a rhodium/aluminium catalyst (5% by weight of rhodium), hydrogen is injected up to a pressure of 130-150 bars, and hydrogenation is then performed at 150°-180° C. until completion of hydrogen absorption. After cooling, the excess hydrogen is released, the suspension is drawn out by suction, and the catalys... The reactants are Cc1cc(C2=NNC(C)Cc3cc4c(cc32)OCO4)ccc1[N+](=O)[O-], CC(=O)OC(C)=O, ClCCl, [Na+], [Na+], O=C([O-])[O-], O. Product: CC(=O)N1N=C(c2ccc([N+](=O)[O-])c(C)c2)c2cc3c(cc2CC1C)OCO3. Reaction SMILES: [CH3:1][CH:2]1[NH:3][N:4]=[C:5]([c:16]2[cH:17][c:18]([CH3:25])[c:19]([N+:22](=[O:23])[O-:24])[cH:20][cH:21]2)[c:6]2[c:7]([cH:9][c:10]3[c:11]([cH:12]2)[O:13][CH2:14][O:15]3)[CH2:8]1.[CH3:36][C:37]([O:38][C:39](=[O:40])[CH3:41])=[O:42].[Cl:27][CH2:28][Cl:29].[Na+:30].[Na+:31].[O-:32][C:33]([O-:34])=[O:35].[OH2:26]>>[CH3:1][CH:2]1[N:3]([C:33]([CH3:28])=[O:35])[N:4]=[C:5]([c:16]2[cH:17][c:18]([CH3:25])[c:19]([N+:22](=[O:23])[O-:24])[cH:20][cH:21]2)[c:6]2[c:7]([cH:9][c:10]3[c:11]([cH:12]2)[O:13][CH2:14][O:15]3)[CH2:8]1. The reactants are C1(CCCCC1)NO (N-cyclohexylhydroxylamine), C([O-])([O-])=O.[Na+].[Na+] (sodium carbonate), ClC1=C(CCl)C=CC=N1 (2-chloronicotinyl chloride). Run in O (water), O1CCOCC1 (dioxane), O1CCOCC1 (dioxane). Conditions: time 15 minute. Product: 15, ON(C(C1=C(N=CC=C1)Cl)=O)C1CCCCC1 (2-chloronicotinic acid-N-hydroxy-N-cyclohexylamide). Reaction SMILES: [CH:1]1([NH:7][OH:8])[CH2:6][CH2:5][CH2:4][CH2:3][CH2:2]1.[C:9](=[O:12])([O-])[O-].[Na+].[Na+].[Cl:15][C:16]1[N:23]=[CH:22][CH:21]=[CH:20][C:17]=1CCl>O1CCOCC1.O>[OH:8][N:7]([CH:1]1[CH2:6][CH2:5][CH2:4][CH2:3][CH2:2]1)[C:9](=[O:12])[C:17]1[CH:20]=[CH:21][CH:22]=[N:23][C:16]=1[Cl:15] |f:1.2.3|. Procedure: 12.6 parts of N-cyclohexylhydroxylamine and 14 parts of sodium carbonate in 125 parts of dioxane and 30 parts of water are placed in a reactor. At 0° to 5° C and over a period of 15 minutes, 17.6 parts of 2-chloronicotinyl chloride in 30 parts of dioxane is dripped into the reaction solution, which is then allowed to after-react for 1 hour. The solution is concentrated and the residue taken up in chloroform, followed by extraction with water, drying and concentration. Crystallization from a mixt... Starting materials: CC(=O)O, CO, CC1CN(CCCC(=O)N2CCC3(CC3)C(O)C2)C(=O)C=CN1c1ccc(Cl)c(C(F)(F)F)c1. Yields the product CC1CN(CCCC(=O)N2CCC3(CC3)C(O)C2)C(=O)CCN1c1ccc(Cl)c(C(F)(F)F)c1. Reaction SMILES: [CH3:35][C:36](=[O:37])[OH:38].[CH3:39][OH:40].[Cl:1][c:2]1[c:3]([C:31]([F:32])([F:33])[F:34])[cH:4][c:5]([N:8]2[CH:9]([CH3:30])[CH2:10][N:11]([CH2:16][CH2:17][CH2:18][C:19](=[O:20])[N:21]3[CH2:22][CH:23]([OH:29])[C:24]4([CH2:25][CH2:26]4)[CH2:27][CH2:28]3)[C:12](=[O:15])[CH:13]=[CH:14]2)[cH:6][cH:7]1>>[Cl:1][c:2]1[c:3]([C:31]([F:32])([F:33])[F:34])[cH:4][c:5]([N:8]2[CH:9]([CH3:30])[CH2:10][N:11]([CH2:16][CH2:17][CH2:18][C:19](=[O:20])[N:21]3[CH2:22][CH:23]([OH:29])[C:24]4([CH2:25][CH2:26]4)[CH2:27][CH2:28]3)[C:12](=[O:15])[CH2:13][CH2:14]2)[cH:6][cH:7]1. Reactants: CCOC(=O)c1cnc(SC)[nH]c1=O, Nc1ccccc1. The product is CCOC(=O)c1cnc(Nc2ccccc2)[nH]c1=O. Reaction SMILES: [CH3:1][S:2][c:3]1[nH:4][c:5](=[O:14])[c:6]([C:9](=[O:10])[O:11][CH2:12][CH3:13])[cH:7][n:8]1.[NH2:15][c:16]1[cH:17][cH:18][cH:19][cH:20][cH:21]1>>[c:3]1([NH:15][c:16]2[cH:17][cH:18][cH:19][cH:20][cH:21]2)[nH:4][c:5](=[O:14])[c:6]([C:9](=[O:10])[O:11][CH2:12][CH3:13])[cH:7][n:8]1.